This data is from the Open Reaction Database (ORD), a public repository of structured organic reaction records. The task is: describe an organic reaction: reactants, conditions, products, and yield The yield is 88.5%. Procedure details: Using the General Method 6A, the reaction of 10% Pd/C (0.03 g) with 1-(2-fluorophenyl)-6-fluoro-3-benzyloxy-7-pyrrolidin-1-yl-1H-quinazoline-2,4-dione (Example W-1, 0g, 0.22 mmol) provided 0.07 g of the title compound as a solid, mp 235-237° C. RXN SMILES: [F:1][C:2]1[CH:7]=[CH:6][CH:5]=[CH:4][C:3]=1[N:8]1[C:17]2[C:12](=[CH:13][C:14]([F:23])=[C:15]([N:18]3[CH2:22][CH2:21][CH2:20][CH2:19]3)[CH:16]=2)[C:11](=[O:24])[N:10]([O:25]CC2C=CC=CC=2)[C:9]1=[O:33]>[Pd]>[F:1][C:2]1[CH:7]=[CH:6][CH:5]=[CH:4][C:3]=1[N:8]1[C:17]2[C:12](=[CH:13][C:14]([F:23])=[C:15]([N:18]3[CH2:22][CH2:21][CH2:20][CH2:19]3)[CH:16]=2)[C:11](=[O:24])[N:10]([OH:25])[C:9]1=[O:33]. Yields the product FC1=C(C=CC=C1)N1C(N(C(C2=CC(=C(C=C12)N1CCCC1)F)=O)O)=O (1-(2-Fluorophenyl)-6-fluoro-3-hydroxy-7-pyrrolidin-1-yl-1H-quinazoline-2,4-dione). The reactants are FC1=C(C=CC=C1)N1C(N(C(C2=CC(=C(C=C12)N1CCCC1)F)=O)OCC1=CC=CC=C1)=O (1-(2-fluorophenyl)-6-fluoro-3-benzyloxy-7-pyrrolidin-1-yl-1H-quinazoline-2,4-dione). The reagents and catalysts are [Pd] (Pd/C). Starting materials: CC(=O)O, CON=C(C)CCc1c(Cl)cc(Cl)cc1Cl. Yields the product CONC(C)CCc1c(Cl)cc(Cl)cc1Cl. Reaction SMILES: [CH3:17][C:18](=[O:19])[OH:20].[CH3:1][O:2][N:3]=[C:4]([CH3:5])[CH2:6][CH2:7][c:8]1[c:9]([Cl:16])[cH:10][c:11]([Cl:15])[cH:12][c:13]1[Cl:14]>>[CH3:1][O:2][NH:3][CH:4]([CH3:5])[CH2:6][CH2:7][c:8]1[c:9]([Cl:16])[cH:10][c:11]([Cl:15])[cH:12][c:13]1[Cl:14].